From a dataset of the Open Reaction Database (ORD), a public repository of structured organic reaction records. describe an organic reaction: reactants, conditions, products, and yield Procedure: The title compound was prepared according to the method described for Preparation 11 using N-(2,4-dimethoxybenzyl)-5-fluoropyridin-2-amine (Preparation 20) and 2,4-difluorobenzene-1-sulfonyl chloride. RXN SMILES: [CH3:1][O:2][C:3]1[CH:17]=[C:16]([O:18][CH3:19])[CH:15]=[CH:14][C:4]=1[CH2:5][NH:6][C:7]1[CH:12]=[CH:11][C:10]([F:13])=[CH:9][N:8]=1.[F:20][C:21]1[CH:26]=[C:25]([F:27])[CH:24]=[CH:23][C:22]=1[S:28](Cl)(=[O:30])=[O:29]>>[CH3:1][O:2][C:3]1[CH:17]=[C:16]([O:18][CH3:19])[CH:15]=[CH:14][C:4]=1[CH2:5][N:6]([C:7]1[CH:12]=[CH:11][C:10]([F:13])=[CH:9][N:8]=1)[S:28]([C:22]1[CH:23]=[CH:24][C:25]([F:27])=[CH:26][C:21]=1[F:20])(=[O:30])=[O:29]. Yields the product COC1=C(CN(S(=O)(=O)C2=C(C=C(C=C2)F)F)C2=NC=C(C=C2)F)C=CC(=C1)OC (N-(2,4-dimethoxybenzyl)-2,4-difluoro-N-(5-fluoropyridin-2-yl)benzenesulfonamide). Reactants: COC1=C(CNC2=NC=C(C=C2)F)C=CC(=C1)OC (N-(2,4-dimethoxybenzyl)-5-fluoropyridin-2-amine), FC1=C(C=CC(=C1)F)S(=O)(=O)Cl (2,4-difluorobenzene-1-sulfonyl chloride).